This data is from the Open Reaction Database (ORD), a public repository of structured organic reaction records. The task is: describe an organic reaction: reactants, conditions, products, and yield The reactants are N(N)C=1SC(=C(N1)C)C(=O)OCC (ethyl 2-hydrazinyl-4-methylthiazole-5-carboxylate), N(=O)[O-].[Na+] (sodium nitrite), Cl (hydrochloric acid). The solvent is O (water), C(C)OCC (diethyl ether), O (water). Run at time 10 minute. Yields the product N(=[N+]=[N-])C=1SC(=C(N1)C)C(=O)OCC (ethyl 2-azido-4-methylthiazole-5-carboxylate). Yield: 47.1%. Reaction SMILES: [NH:1]([C:3]1[S:4][C:5]([C:9]([O:11][CH2:12][CH3:13])=[O:10])=[C:6]([CH3:8])[N:7]=1)[NH2:2].Cl.[N:15]([O-])=O.[Na+]>C(OCC)C.O>[N:1]([C:3]1[S:4][C:5]([C:9]([O:11][CH2:12][CH3:13])=[O:10])=[C:6]([CH3:8])[N:7]=1)=[N+:2]=[N-:15] |f:2.3|. Procedure details: To a cooled (0° C.) suspension of ethyl 2-hydrazinyl-4-methylthiazole-5-carboxylate (3.00 g, 14.92 mmol) in a mixture of diethyl ether (15 mL) and water (15 mL) was added hydrochloric acid (2.72 mL) dropwise. The reaction mixture was stirred for 10 minutes, and a solution of sodium nitrite (1.21 g, 17.46 mmol) in water (2 mL) was added. The mixture was stirred for 2 hours at 0° C. and extracted with diethyl ether. The organic layer was separated, washed with brine, dried over anhydrous sodium su...